From a dataset of the Open Reaction Database (ORD), a public repository of structured organic reaction records. describe an organic reaction: reactants, conditions, products, and yield Starting materials: BrC=1C=CC(=NC1)C(=O)O (5-Bromo-pyridine-2-carboxylic acid), C(=O)([O-])[O-].[Cs+].[Cs+] (Cs2CO3), C1(=CCCC1)B1OC(C(O1)(C)C)(C)C (2-cyclopentenyl-4,4,5,5-tetramethyl-1,3,2-dioxaborolane). Reagents/catalysts: C(Cl)Cl.[Pd](Cl)Cl.C1(=CC=CC=C1)P([C-]1C=CC=C1)C1=CC=CC=C1.[C-]1(C=CC=C1)P(C1=CC=CC=C1)C1=CC=CC=C1.[Fe+2] (1,1′-bis(diphenylphosphino)ferrocene-palladium(II)dichloride methylene chloride). Solvent: CN(C)C=O (DMF), O (water). Run at temperature 150 celsius, time 8 hour. Yields the product C1(=CCCC1)C=1C=CC(=NC1)C(=O)O (5-Cyclopentenyl-pyridine-2-carboxylic acid). The yield is 40.7%. RXN SMILES: Br[C:2]1[CH:3]=[CH:4][C:5]([C:8]([OH:10])=[O:9])=[N:6][CH:7]=1.C([O-])([O-])=O.[Cs+].[Cs+].[C:17]1(B2OC(C)(C)C(C)(C)O2)[CH2:21][CH2:20][CH2:19][CH:18]=1>CN(C=O)C.O.C(Cl)Cl.[Pd](Cl)Cl.C1(P(C2C=CC=CC=2)[C-]2C=CC=C2)C=CC=CC=1.[C-]1(P(C2C=CC=CC=2)C2C=CC=CC=2)C=CC=C1.[Fe+2]>[C:17]1([C:2]2[CH:3]=[CH:4][C:5]([C:8]([OH:10])=[O:9])=[N:6][CH:7]=2)[CH2:21][CH2:20][CH2:19][CH:18]=1 |f:1.2.3,7.8.9.10.11|. Reported procedure: 5-Bromo-pyridine-2-carboxylic acid (CAN 30766-11-1, 3.4 g, 17 mmol), 1,1′-bis(diphenylphosphino)ferrocene-palladium(II)dichloride methylene chloride complex (CAN 95464-05-4, 530 mg, 0.65 mmol) and Cs2CO3 (6.3 g, 19 mmol) were added to a solution of 2-cyclopentenyl-4,4,5,5-tetramethyl-1,3,2-dioxaborolane (CAN 287944-10-9, 2.5 g, 13 mmol) in DMF (50 mL) and water (10 mL). The mixture was stirred at 150° C. overnight and concentrated in vacuo. Water (50 mL) was added and the mixture was extracted w... The reactants are N(=NC(=O)OCC)C(=O)OCC (diethyl azodicarboxylate), OC1CN(CCC2=C1C=CC=C2)S(=O)(=O)C2=CC=C(C=C2)C (1-hydroxy-2,3,4,5-tetrahydro-3-(p-toluenesulfonyl)-3-benzazepine), C1(=CC=CC=C1)O (phenol), C1(=CC=CC=C1)P(C1=CC=CC=C1)C1=CC=CC=C1 (triphenylphosphine). The solvent is C1=CC=CC=C1 (benzene), C1=CC=CC=C1 (benzene). Product: O(C1=CC=CC=C1)C1CN(CCC2=C1C=CC=C2)S(=O)(=O)C2=CC=C(C=C2)C (1-phenoxy-2,3,4,5-tetrahydro-3-(p-toluenesulfonyl)-3-benzazepine). The yield is 54.0%. Reaction SMILES: [OH:1][CH:2]1[C:8]2[CH:9]=[CH:10][CH:11]=[CH:12][C:7]=2[CH2:6][CH2:5][N:4]([S:13]([C:16]2[CH:21]=[CH:20][C:19]([CH3:22])=[CH:18][CH:17]=2)(=[O:15])=[O:14])[CH2:3]1.[C:23]1(O)[CH:28]=[CH:27][CH:26]=[CH:25][CH:24]=1.C1(P(C2C=CC=CC=2)C2C=CC=CC=2)C=CC=CC=1.N(C(OCC)=O)=NC(OCC)=O>C1C=CC=CC=1>[O:1]([CH:2]1[C:8]2[CH:9]=[CH:10][CH:11]=[CH:12][C:7]=2[CH2:6][CH2:5][N:4]([S:13]([C:16]2[CH:17]=[CH:18][C:19]([CH3:22])=[CH:20][CH:21]=2)(=[O:15])=[O:14])[CH2:3]1)[C:23]1[CH:28]=[CH:27][CH:26]=[CH:25][CH:24]=1. Procedure: To a solution of 1-hydroxy-2,3,4,5-tetrahydro-3-(p-toluenesulfonyl)-3-benzazepine (10 g, 32 mmole), phenol (3.4 g, 36 mmole) and triphenylphosphine (9.5 g, 36 mmole) in benzene (300 ml), cooled with an ice bath, was slowly dropped a solution of diethyl azodicarboxylate (6.3 g, 36 mmole) in benzene (100 ml). After stirred twenty hours at ambient temperature, the reaction mixture was filtered to remove sym-dicarbethoxyhydrazine. The filtrate was concentrated to an oil which was dissolved in ether ... Reactants: ClCCl, O=CO, [Na+], [OH-], [OH-], [OH-], [Pd+2], c1ccc(CN(Cc2ccccc2)c2cccc3c2ncc2nc4n(c23)CCCC4)cc1. Yields the product Nc1cccc2c1ncc1nc3n(c12)CCCC3. As a reaction SMILES: [CH2:38]([Cl:39])[Cl:40].[CH:35]([OH:36])=[O:37].[Na+:34].[OH-:33].[OH-:41].[OH-:43].[Pd+2:42].[c:1]1([CH2:2][N:8]([CH2:3][c:4]2[cH:5][cH:6][cH:7][cH:26][cH:27]2)[c:9]2[cH:10][cH:11][cH:12][c:13]3[c:14]4[c:15]([cH:16][n:17][c:18]23)[n:19][c:20]2[n:21]4[CH2:22][CH2:23][CH2:24][CH2:25]2)[cH:28][cH:29][cH:30][cH:31][cH:32]1>>[NH2:8][c:9]1[cH:10][cH:11][cH:12][c:13]2[c:14]3[c:15]([cH:16][n:17][c:18]12)[n:19][c:20]1[n:21]3[CH2:22][CH2:23][CH2:24][CH2:25]1. The reactants are Cc1cccc2nc(C(C)Oc3ncnc4c3ncn4COCC[Si](C)(C)C)n(-c3ccccc3)c(=O)c12, CO, Cl. The product is Cc1cccc2nc(C(C)Oc3ncnc4[nH]cnc34)n(-c3ccccc3)c(=O)c12. Reaction SMILES: [CH3:1][c:2]1[c:3]2[c:4](=[O:38])[n:5](-[c:32]3[cH:33][cH:34][cH:35][cH:36][cH:37]3)[c:6]([CH:12]([CH3:13])[O:14][c:15]3[c:16]4[n:17][cH:18][n:19]([CH2:24][O:25][CH2:26][CH2:27][Si:28]([CH3:29])([CH3:30])[CH3:31])[c:20]4[n:21][cH:22][n:23]3)[n:7][c:8]2[cH:9][cH:10][cH:11]1.[CH3:39][OH:40].[ClH:41]>>[CH3:1][c:2]1[c:3]2[c:4](=[O:38])[n:5](-[c:32]3[cH:33][cH:34][cH:35][cH:36][cH:37]3)[c:6]([CH:12]([CH3:13])[O:14][c:15]3[c:16]4[n:17][cH:18][nH:19][c:20]4[n:21][cH:22][n:23]3)[n:7][c:8]2[cH:9][cH:10][cH:11]1. Starting materials: [Al+3], COC(C)(C)C, CCCCCC1(CCCCC)Cc2c(cc(C(C)(C)C)c(OC(C)=O)c2C(C)(C)C)O1, [Cl-], Cl, [H-], [H-], [H-], [H-], [Li+], [NH4+]. Yields the product CCCCCC1(CCCCC)Cc2c(cc(C(C)(C)C)c(O)c2C(C)(C)C)O1. As a reaction SMILES: [Al+3:2].[C:41]([O:42][CH3:43])([CH3:44])([CH3:45])[CH3:46].[C:7](=[O:8])([CH3:9])[O:10][c:11]1[c:12]([C:34]([CH3:35])([CH3:36])[CH3:37])[cH:13][c:14]2[c:15]([c:29]1[C:30]([CH3:31])([CH3:32])[CH3:33])[CH2:16][C:17]([CH2:19][CH2:20][CH2:21][CH2:22][CH3:23])([CH2:24][CH2:25][CH2:26][CH2:27][CH3:28])[O:18]2.[Cl-:38].[ClH:40].[H-:1].[H-:4].[H-:5].[H-:6].[Li+:3].[NH4+:39]>>[OH:10][c:11]1[c:12]([C:34]([CH3:35])([CH3:36])[CH3:37])[cH:13][c:14]2[c:15]([c:29]1[C:30]([CH3:31])([CH3:32])[CH3:33])[CH2:16][C:17]([CH2:19][CH2:20][CH2:21][CH2:22][CH3:23])([CH2:24][CH2:25][CH2:26][CH2:27][CH3:28])[O:18]2.